The task is: describe an organic reaction: reactants, conditions, products, and yield. This data is from the Open Reaction Database (ORD), a public repository of structured organic reaction records. Starting materials: CCO, CC[O-], ClCCBr, [Na+], O, Sc1ccccc1. The product is ClCCSc1ccccc1. Reaction SMILES: [CH3:17][CH2:18][OH:19].[CH3:9][CH2:10][O-:11].[Cl:12][CH2:13][CH2:14][Br:15].[Na+:8].[OH2:16].[SH:1][c:2]1[cH:3][cH:4][cH:5][cH:6][cH:7]1>>[S:1]([c:2]1[cH:3][cH:4][cH:5][cH:6][cH:7]1)[CH2:14][CH2:13][Cl:12].